From a dataset of the Open Reaction Database (ORD), a public repository of structured organic reaction records. describe an organic reaction: reactants, conditions, products, and yield The reactants are CC(C(=O)NC1=C(C=C(C=C1)SC)I)(C)C (2,2-dimethyl-N-(2-iodo-4-methylthiophenyl)propionamide), OOS(=O)[O-].[K+] (OXONE), C(O)([O-])=O.[Na+] (sodium hydrogencarbonate). The solvent is O1CCCC1.O (tetrahydrofuran water). Run at temperature 22.5 celsius, time 2 hour. The product is CC(C(=O)NC1=C(C=C(C=C1)S(=O)(=O)C)I)(C)C (2,2-dimethyl-N-(2-iodo-4-methanesulfonylphenyl)propionamide). Reaction SMILES: [CH3:1][C:2]([CH3:16])([CH3:15])[C:3]([NH:5][C:6]1[CH:11]=[CH:10][C:9](SC)=[CH:8][C:7]=1[I:14])=[O:4].O[O:18][S:19]([O-:21])=O.[K+].[C:23](=O)([O-])O.[Na+]>O1CCCC1.O>[CH3:15][C:2]([CH3:1])([CH3:16])[C:3]([NH:5][C:6]1[CH:11]=[CH:10][C:9]([S:19]([CH3:23])(=[O:21])=[O:18])=[CH:8][C:7]=1[I:14])=[O:4] |f:1.2,3.4,5.6|. Reported procedure: To a solution of 2,2-dimethyl-N-(2-iodo-4-methylthiophenyl)propionamide in a mixture of tetrahydrofuran/water mixture (2:1, 210 ml), OXONE (registered trademark) (22.0 mg) was added and the mixture was stirred at 15 to 30° C. for 2 hours. After completion of the reaction, the reaction solution was poured into a saturated aqueous sodium hydrogencarbonate solution, extracted with ethyl acetate, washed with a saturated aqueous NaCl solution, dried over anhydrous sodium sulfate, filtered and concent... Starting materials: N1CC(C1)S(=O)(=O)C1=CC2=C(N(C(=N2)CC(C)(C)C)CCOC(F)(F)F)C=C1 (5-(azetidin-3-ylsulfonyl)-2-neopentyl-1-(2-(trifluoromethoxy)ethyl)-1H-benzo[d]imidazole), C[Si](C)(C)N=C=O (trimethylsilyl isocyanate). Product: C(C(C)(C)C)C1=NC2=C(N1CCOC(F)(F)F)C=CC(=C2)S(=O)(=O)C2CN(C2)C(=O)N (3-(2-neopentyl-1-(2-(trifluoromethoxy)ethyl)-1H-benzo[d]imidazol-5-ylsulfonyl)azetidine-1-carboxamide). As a reaction SMILES: [NH:1]1[CH2:4][CH:3]([S:5]([C:8]2[CH:28]=[CH:27][C:11]3[N:12]([CH2:20][CH2:21][O:22][C:23]([F:26])([F:25])[F:24])[C:13]([CH2:15][C:16]([CH3:19])([CH3:18])[CH3:17])=[N:14][C:10]=3[CH:9]=2)(=[O:7])=[O:6])[CH2:2]1.C[Si]([N:33]=[C:34]=[O:35])(C)C>>[CH2:15]([C:13]1[N:12]([CH2:20][CH2:21][O:22][C:23]([F:24])([F:26])[F:25])[C:11]2[CH:27]=[CH:28][C:8]([S:5]([CH:3]3[CH2:2][N:1]([C:34]([NH2:33])=[O:35])[CH2:4]3)(=[O:7])=[O:6])=[CH:9][C:10]=2[N:14]=1)[C:16]([CH3:19])([CH3:18])[CH3:17]. Reported procedure: The title compound was prepared according to the procedure described in STEP D of Example 6 using 5-(azetidin-3-ylsulfonyl)-2-neopentyl-1-(2-(trifluoromethoxy)ethyl)-1H-benzo[d]imidazole (STEP C of Example 7) and trimethylsilyl isocyanate instead of methanesulfonyl chloride. Reactants: CCN(C(C)C)C(C)C (DIEA), ICCCCCCCCCCCCCCCC (1-iodohexadecane), C[C@H](CS)C(=O)N1CCC[C@H]1C(=O)O (captopril), C1CCC2=NCCCN2CC1 (DBU). Solvent: O1CCCC1 (tetrahydrofuran). Conditions: temperature 70 celsius. Yields the product C(CCCCCCCCCCCCCCC)SC[C@H](C(=O)N1[C@H](C(=O)O)CCC1)C (N-[(S)-3-hexadecylthio-2-methylpropionyl]proline). Isolated yield 47.5%. Reaction SMILES: CCN(C(C)C)C(C)C.I[CH2:11][CH2:12][CH2:13][CH2:14][CH2:15][CH2:16][CH2:17][CH2:18][CH2:19][CH2:20][CH2:21][CH2:22][CH2:23][CH2:24][CH2:25][CH3:26].[CH3:27][C@@H:28]([C:31]([N:33]1[C@H:37]([C:38]([OH:40])=[O:39])[CH2:36][CH2:35][CH2:34]1)=[O:32])[CH2:29][SH:30].C1CCN2C(=NCCC2)CC1>O1CCCC1>[CH2:11]([S:30][CH2:29][C@@H:28]([CH3:27])[C:31]([N:33]1[CH2:34][CH2:35][CH2:36][C@H:37]1[C:38]([OH:40])=[O:39])=[O:32])[CH2:12][CH2:13][CH2:14][CH2:15][CH2:16][CH2:17][CH2:18][CH2:19][CH2:20][CH2:21][CH2:22][CH2:23][CH2:24][CH2:25][CH3:26]. Procedure details: DIEA (188 μl, 1.10 mmol) was added to a solution of 1-iodohexadecane (176 mg, 0.500 mmol), captopril (120 mg, 0.550 mmol) and DBU (165 μl, 1.10 mmol) in tetrahydrofuran (5 ml). The mixture was heated at 70° C. for 2 hours and then concentrated. The residue was poured onto water saturated with potassium hydrogen sulphate and organic material was extracted into chloroform. The organic phase was washed with water and dried (MgSO4). The product was purified by chromatography (silica, CHCl3/MeOH/AcOH... The reactants are C1(CC1)N (cyclopropylamine), C(C)(=O)O (acetic acid), CC=1OC2=C(C1C)C=CC(=C2)C2CC(=O)OC(C2)=O (3-(2,3-dimethyl-6-benzofuranyl)-glutaric anhydride), O (water). The solvent is C1(=CC=CC=C1)C (toluene), C(C)(=O)OCC (ethyl acetate). Product: C1(CC1)N1C(CC(CC1=O)C1=CC2=C(C(=C(O2)C)C)C=C1)=O (N-cyclopropyl-3-(2,3-dimethyl-6-benzofuranyl)-glutarimide). RXN SMILES: [CH3:1][C:2]1[O:3][C:4]2[CH:11]=[C:10]([CH:12]3[CH2:18][C:17](=[O:19])[O:16][C:14](=O)[CH2:13]3)[CH:9]=[CH:8][C:5]=2[C:6]=1[CH3:7].[CH:20]1([NH2:23])[CH2:22][CH2:21]1.C(O)(=O)C.O>C1(C)C=CC=CC=1.C(OCC)(=O)C>[CH:20]1([N:23]2[C:14](=[O:16])[CH2:13][CH:12]([C:10]3[CH:9]=[CH:8][C:5]4[C:6]([CH3:7])=[C:2]([CH3:1])[O:3][C:4]=4[CH:11]=3)[CH2:18][C:17]2=[O:19])[CH2:22][CH2:21]1. Procedure details: 2.58 g (0.01 mol) of 3-(2,3-dimethyl-6-benzofuranyl)-glutaric anhydride (c.f. Example (4c), 0.855 g, corresponding to about 1.04 ml (1.5 molar equivalents) of cyclopropylamine and 11 ml of glacial acetic acid are dissolved in 11 ml of toluene and the solution is refluxed for 2 days using a water separator. The reaction mixture is then cooled to room temperature, diluted with 50 ml of ethyl acetate and washed twice with 25 ml of water. Thereafter, the organic phase is extracted with 2 N aqueous s... Reactants: O=[N+]([O-])c1ccc(Br)nc1, ClCCl, CN. The product is CNc1ccc([N+](=O)[O-])cn1. Reaction SMILES: [Br:1][c:2]1[n:3][cH:4][c:5]([N+:8](=[O:9])[O-:10])[cH:6][cH:7]1.[CH2:13]([Cl:14])[Cl:15].[CH3:11][NH2:12]>>[c:2]1([NH:12][CH3:11])[n:3][cH:4][c:5]([N+:8](=[O:9])[O-:10])[cH:6][cH:7]1.